From a dataset of the Open Reaction Database (ORD), a public repository of structured organic reaction records. describe an organic reaction: reactants, conditions, products, and yield The reactants are O1COC2=C1C=CC(=C2)C(C(=O)NS(=O)(=O)C2=C(C=C(C=C2)C)OC)C2=CN(C1=CC(=CC=C21)Br)C (3-{1-(1,3-benzodioxol-5yl)-2-[(2-methoxy-4-methylphenyl)sulfonamido]-2-oxoethyl}-6-bromo-1-methyl-1H-indole), COC[Sn](CCCC)(CCCC)CCCC (methoxymethyltributyl-stannane). The reagents and catalysts are C1=CC=C(C=C1)P(C2=CC=CC=C2)C3=CC=CC=C3.C1=CC=C(C=C1)P(C2=CC=CC=C2)C3=CC=CC=C3.C1=CC=C(C=C1)P(C2=CC=CC=C2)C3=CC=CC=C3.C1=CC=C(C=C1)P(C2=CC=CC=C2)C3=CC=CC=C3.[Pd] (tetrakis(triphenylphosphine)palladium(O)), C1=CC=C(C=C1)P(C2=CC=CC=C2)C3=CC=CC=C3.C1=CC=C(C=C1)P(C2=CC=CC=C2)C3=CC=CC=C3.C1=CC=C(C=C1)P(C2=CC=CC=C2)C3=CC=CC=C3.C1=CC=C(C=C1)P(C2=CC=CC=C2)C3=CC=CC=C3.[Pd] (tetrakis(triphenylphosphine)palladium(O)). Run in O1CCOCC1 (1,4-dioxane). Reaction conditions: time 8 hour. The product is O1COC2=C1C=CC(=C2)C(C(=O)NS(=O)(=O)C2=C(C=C(C=C2)C)OC)C2=CN(C1=CC(=CC=C21)COC)C (3-{1-(1,3-Benzodioxol-5-yl)-2-[(2-methoxy-4-methylphenyl)sulfonamido]-2-oxoethyl}-6-(methoxymethyl)-1-methyl-1H-indole). Isolated yield 11.6%. As a reaction SMILES: [O:1]1[C:5]2[CH:6]=[CH:7][C:8]([CH:10]([C:26]3[C:34]4[C:29](=[CH:30][C:31](Br)=[CH:32][CH:33]=4)[N:28]([CH3:36])[CH:27]=3)[C:11]([NH:13][S:14]([C:17]3[CH:22]=[CH:21][C:20]([CH3:23])=[CH:19][C:18]=3[O:24][CH3:25])(=[O:16])=[O:15])=[O:12])=[CH:9][C:4]=2[O:3][CH2:2]1.[CH3:37][O:38][CH2:39][Sn](CCCC)(CCCC)CCCC>O1CCOCC1.C1C=CC(P(C2C=CC=CC=2)C2C=CC=CC=2)=CC=1.C1C=CC(P(C2C=CC=CC=2)C2C=CC=CC=2)=CC=1.C1C=CC(P(C2C=CC=CC=2)C2C=CC=CC=2)=CC=1.C1C=CC(P(C2C=CC=CC=2)C2C=CC=CC=2)=CC=1.[Pd]>[O:1]1[C:5]2[CH:6]=[CH:7][C:8]([CH:10]([C:26]3[C:34]4[C:29](=[CH:30][C:31]([CH2:37][O:38][CH3:39])=[CH:32][CH:33]=4)[N:28]([CH3:36])[CH:27]=3)[C:11]([NH:13][S:14]([C:17]3[CH:22]=[CH:21][C:20]([CH3:23])=[CH:19][C:18]=3[O:24][CH3:25])(=[O:16])=[O:15])=[O:12])=[CH:9][C:4]=2[O:3][CH2:2]1 |f:3.4.5.6.7|. Procedure details: To a solution of 3-{1-(1,3-benzodioxol-5yl)-2-[(2-methoxy-4-methylphenyl)sulfonamido]-2-oxoethyl}-6-bromo-1-methyl-1H-indole (from Example 85, 300 mg, 0.53 mmol) in 1,4-dioxane (1.5 ml) under a nitrogen atmosphere was added methoxymethyltributyl-stannane (220 mg, 0.66 mmol), followed by tetrakis(triphenylphosphine)palladium(O) (35 mg). The mixture was heated to reflux for 16 hours, and then cooled. An additional portion of tetrakis(triphenylphosphine)palladium(O) (30 mg) was added, and reflux wa...